Dataset: the Open Reaction Database (ORD), a public repository of structured organic reaction records. Task: describe an organic reaction: reactants, conditions, products, and yield Product: CCn1nccc1-c1ccc(C(=O)NC(CN)Cc2ccccc2)s1. Starting materials: CCn1nccc1-c1ccc(C(=O)NC(Cc2ccccc2)CN(C(=O)[O-])C(C)(C)C)s1, ClCCl, O=C(O)C(F)(F)F. Reaction SMILES: [CH3:1][C:2]([N:5]([C:3](=[O:4])[O-:6])[CH2:9][CH:10]([CH2:11][c:12]1[cH:13][cH:14][cH:15][cH:16][cH:17]1)[NH:18][C:19](=[O:20])[c:21]1[s:22][c:23](-[c:26]2[cH:27][cH:28][n:29][n:30]2[CH2:31][CH3:32])[cH:24][cH:25]1)([CH3:7])[CH3:8].[Cl:40][CH2:41][Cl:42].[F:33][C:34]([F:35])([F:36])[C:37]([OH:38])=[O:39]>>[NH2:5][CH2:9][CH:10]([CH2:11][c:12]1[cH:13][cH:14][cH:15][cH:16][cH:17]1)[NH:18][C:19](=[O:20])[c:21]1[s:22][c:23](-[c:26]2[cH:27][cH:28][n:29][n:30]2[CH2:31][CH3:32])[cH:24][cH:25]1. Starting materials: NC1=C(C=C(C=C1)F)C(=N)C1=C(C=CC=C1)Br ((2-amino-5-fluorophenyl)(2-bromophenyl)methanimine), Cl.COC(CN)=O (glycine methyl ester hydrochloride). The solvent is CO (methanol). The product is 72.8, COC(C\N=C(/C1=C(C=CC=C1)Br)\C1=C(C=CC(=C1)F)N)=O ((Z)-N-[(2-Amino-5-fluorophenyl)(2-bromophenyl)methylene]glycine methyl ester). RXN SMILES: [NH2:1][C:2]1[CH:7]=[CH:6][C:5]([F:8])=[CH:4][C:3]=1[C:9]([C:11]1[CH:16]=[CH:15][CH:14]=[CH:13][C:12]=1[Br:17])=[NH:10].Cl.[CH3:19][O:20][C:21](=[O:24])[CH2:22]N>CO>[CH3:19][O:20][C:21](=[O:24])[CH2:22]/[N:10]=[C:9](/[C:3]1[CH:4]=[C:5]([F:8])[CH:6]=[CH:7][C:2]=1[NH2:1])\[C:11]1[CH:16]=[CH:15][CH:14]=[CH:13][C:12]=1[Br:17] |f:1.2|. Procedure details: A solution of 139.5 g (0.446 moles) of (2-amino-5-fluorophenyl)(2-bromophenyl)methanimine, 69.9 g (0.557 moles) of glycine methyl ester hydrochloride and 1.68 L of methanol was stirred at reflux for 5 hours under nitrogen. The solvent was then removed by evaporation under vacuum and the yellow, residual solid was partitioned between 1.4 L of methylene chloride and 1.4 L of saturated NaHCO3 solution. The organic layer was separated and the aqueous layer was extracted with 0.5 L of methylene chlor... The reactants are ClC1=CC(=NC=N1)N (6-chloropyrimidin-4-amine), C(C)(C)N(CC)C(C)C (diisopropylethylamine), [C@@H]12N(C[C@@H](NC1)C2)C(=O)OC(C)(C)C (tert-Butyl (1S,4S)-2,5-diazabicyclo[2.2.1]heptane-2-carboxylate). Solvent: C(CCC)O (n-butanol). Conditions: temperature 150 celsius, time 18 hour. Yields the product NC1=CC(=NC=N1)N1[C@@H]2CN([C@H](C1)C2)C(=O)OC(C)(C)C (Tert-butyl (1S,4S)-5-(6-aminopyrimidin-4-yl)-2,5-diazabicyclo[2.2.1]heptane-2-carboxylate). As a reaction SMILES: Cl[C:2]1[N:7]=[CH:6][N:5]=[C:4]([NH2:8])[CH:3]=1.C(N(C(C)C)CC)(C)C.[C@H:18]12[CH2:24][C@H:21]([NH:22][CH2:23]1)[CH2:20][N:19]2[C:25]([O:27][C:28]([CH3:31])([CH3:30])[CH3:29])=[O:26]>C(O)CCC>[NH2:8][C:4]1[N:5]=[CH:6][N:7]=[C:2]([N:22]2[CH2:23][C@@H:18]3[CH2:24][C@H:21]2[CH2:20][N:19]3[C:25]([O:27][C:28]([CH3:31])([CH3:30])[CH3:29])=[O:26])[CH:3]=1. Procedure details: 6-Chloropyrimidin-4-amine 7-2 (0.222 g, 1.71 mmol) and diisopropylethylamine (0.222 g, 1.71 mmol) were suspended in n-butanol. tert-Butyl (1S,4S)-2,5-diazabicyclo[2.2.1]heptane-2-carboxylate 16-1 (0.34 g, 1.71 mmol) was then added. The reaction was stirred at 150° C. for 18 hours and then the product was purified on a silica column. 1H-NMR (DMSO): 7.91 ppm (s, 1H); 6.18 ppm (s, 2H); 5.33 ppm (s, 1H); 4.72 ppm (s, 1H); 4.41 ppm (d, 1H); 3.40 ppm (t, 1H); 3.27 ppm (m, 1H); 3.12 ppm (m, 2H); 1.86 p... Reactants: CC1(C)OCc2cc(C(O)CNCCCCCCOCCCCc3ccccc3)ccc2O1, CO, Cl, O. Product: OCc1cc(C(O)CNCCCCCCOCCCCc2ccccc2)ccc1O. Reaction SMILES: [CH3:1][C:2]1([CH3:33])[O:3][c:4]2[c:5]([cH:8][c:9]([CH:12]([CH2:13][NH:14][CH2:15][CH2:16][CH2:17][CH2:18][CH2:19][CH2:20][O:21][CH2:22][CH2:23][CH2:24][CH2:25][c:26]3[cH:27][cH:28][cH:29][cH:30][cH:31]3)[OH:32])[cH:10][cH:11]2)[CH2:6][O:7]1.[CH3:36][OH:37].[ClH:34].[OH2:35]>>[OH:3][c:4]1[c:5]([CH2:6][OH:7])[cH:8][c:9]([CH:12]([CH2:13][NH:14][CH2:15][CH2:16][CH2:17][CH2:18][CH2:19][CH2:20][O:21][CH2:22][CH2:23][CH2:24][CH2:25][c:26]2[cH:27][cH:28][cH:29][cH:30][cH:31]2)[OH:32])[cH:10][cH:11]1. The reactants are Cl (hydrogen chloride), CC1(CC(=O)OC1C=C(Cl)Cl)C (3,3-dimethyl-4-(2',2'-dichlorovinyl)-4-butanolide), CO (methanol). Product: 49.8, CC(CC(=O)OC)(C(C=C(Cl)Cl)Cl)C (methyl 3,3-dimethyl-4,6,6-trichloro-5-hexenoate). Isolated yield 96.0%. RXN SMILES: [ClH:1].[CH3:2][C:3]1([CH3:13])[CH:8]([CH:9]=[C:10]([Cl:12])[Cl:11])[O:7][C:5](=[O:6])[CH2:4]1.[CH3:14]O>>[CH3:2][C:3]([CH3:13])([CH:8]([Cl:1])[CH:9]=[C:10]([Cl:12])[Cl:11])[CH2:4][C:5]([O:7][CH3:14])=[O:6]. Procedure details: To 30 parts of methanol saturated with hydrogen chloride gas (concentration of hydrogen chloride: about 50%) was added 41.8 parts of 3,3-dimethyl-4-(2',2'-dichlorovinyl)-4-butanolide, followed by heating in a closed tubular reactor at 70°-80° C. for 3 hours. The reaction mixture was then treated in the same manner as Example 1. By the above procedure was obtained 49.8 parts of methyl 3,3-dimethyl-4,6,6-trichloro-5-hexenoate (yield 96%). This product was found to have properties identical with th...